describe an organic reaction: reactants, conditions, products, and yield From a dataset of the Open Reaction Database (ORD), a public repository of structured organic reaction records. Reactants: O=C([O-])[O-], CN(C)C=O, CCOC(=O)c1ccc(CCl)o1, Clc1ncnc2cc[nH]c12, [K+], [K+], O. Yields the product CCOC(=O)c1ccc(Cn2ccc3ncnc(Cl)c32)o1. RXN SMILES: [C:11](=[O:12])([O-:13])[O-:14].[CH3:29][N:30]([CH3:31])[CH:32]=[O:33].[Cl:17][CH2:18][c:19]1[cH:20][cH:21][c:22]([C:24](=[O:25])[O:26][CH2:27][CH3:28])[o:23]1.[Cl:1][c:2]1[c:3]2[c:4]([n:5][cH:6][n:7]1)[cH:8][cH:9][nH:10]2.[K+:15].[K+:16].[OH2:34]>>[Cl:1][c:2]1[c:3]2[c:4]([n:5][cH:6][n:7]1)[cH:8][cH:9][n:10]2[CH2:18][c:19]1[cH:20][cH:21][c:22]([C:24](=[O:25])[O:26][CH2:27][CH3:28])[o:23]1. The reactants are CC(Br)C(=O)Br, O=C([O-])O, [Li]CCCC, O=C1NC(Cc2ccccc2)CO1, CCCCCC, CCOC(C)=O, [Na+], C1CCOC1. The product is CC(Br)C(=O)N1C(=O)OCC1Cc1ccccc1. Reaction SMILES: [Br:25][CH:26]([C:27](=[O:28])[Br:29])[CH3:30].[C:31](=[O:32])([O-:33])[OH:34].[CH2:14]([Li:15])[CH2:16][CH2:17][CH3:18].[CH2:1]([c:2]1[cH:3][cH:4][cH:5][cH:6][cH:7]1)[CH:8]1[NH:9][C:10](=[O:13])[O:11][CH2:12]1.[CH3:19][CH2:20][CH2:21][CH2:22][CH2:23][CH3:24].[CH3:41][CH2:42][O:43][C:44](=[O:45])[CH3:46].[Na+:35].[O:36]1[CH2:37][CH2:38][CH2:39][CH2:40]1>>[CH2:1]([c:2]1[cH:3][cH:4][cH:5][cH:6][cH:7]1)[CH:8]1[N:9]([C:27]([CH:26]([Br:25])[CH3:30])=[O:28])[C:10](=[O:13])[O:11][CH2:12]1.